This data is from the Open Reaction Database (ORD), a public repository of structured organic reaction records. The task is: describe an organic reaction: reactants, conditions, products, and yield The solvent is ClCCl (dichloromethane). Yields the product C(#N)C=1SC2=C(N1)C=CC(=C2)OCC2=CC(=CC=C2)CN2CCN(CC2)C2=CC=CC=C2 (2-cyano-6-[3-(4-phenylpiperazin-1-yl)methylbenzyloxy]benzothiazole). Reactants: C(#N)C=1SC2=C(N1)C=CC(=C2)OCC2=CC(=CC=C2)CBr (2-cyano-6-(3-bromomethylbenzyloxy)benzothiazole), C1(=CC=CC=C1)N1CCNCC1 (1-phenylpiperazine), C([O-])(O)=O.[Na+] (sodium bicarbonate), resultant solution. Procedure: To a solution of 2-cyano-6-(3-bromomethylbenzyloxy)benzothiazole (1 g, 2.8 mmol) in 20 mL of dichloromethane was added 1-phenylpiperazine (1.7 mL, 11.2 mmol) dropwise. The resultant solution was stirred at RT for 30 minutes. Then, 20 mL of saturated sodium bicarbonate solution was added. After partition, the aqueous phase was extracted with 20 mL of dichloromethane. The organic extracts were combined, washed with water twice and dried over sodium sulfate. The solvent was removed and the residue ... The yield is 48.2%. RXN SMILES: [C:1]([C:3]1[S:4][C:5]2[CH:11]=[C:10]([O:12][CH2:13][C:14]3[CH:19]=[CH:18][CH:17]=[C:16]([CH2:20]Br)[CH:15]=3)[CH:9]=[CH:8][C:6]=2[N:7]=1)#[N:2].[C:22]1([N:28]2[CH2:33][CH2:32][NH:31][CH2:30][CH2:29]2)[CH:27]=[CH:26][CH:25]=[CH:24][CH:23]=1.C(=O)(O)[O-].[Na+]>ClCCl>[C:1]([C:3]1[S:4][C:5]2[CH:11]=[C:10]([O:12][CH2:13][C:14]3[CH:19]=[CH:18][CH:17]=[C:16]([CH2:20][N:31]4[CH2:32][CH2:33][N:28]([C:22]5[CH:27]=[CH:26][CH:25]=[CH:24][CH:23]=5)[CH2:29][CH2:30]4)[CH:15]=3)[CH:9]=[CH:8][C:6]=2[N:7]=1)#[N:2] |f:2.3|. Reactants: C(CCCCCCCCCCCCCCCCC)(=O)OCCOC(CCCCCCCCCCCCCCCCC)=O (EGDS), polyethylene glycol, solution, S(=O)(=O)(OCCCCCCCCCCCC)[O-].[NH4+] (ammonium lauryl sulfate), CCCCCCCCCCCCOCCOS(=O)(=O)O.N (ammonium laureth sulfate), silicone, S(=O)(=O)(OCCCCCCCCCCCC)[O-] (lauryl sulfate), silicone, S(=O)(=O)([O-])[O-].[Na+].[Na+] (Sodium sulfate), fatty alcohol, C(CCCCCCCCCCCCCCCCC)(=O)OCCOC(CCCCCCCCCCCCCCCCC)=O (Ethylene glycol distearate), alkyl sulfate, ammonium laureth-3 sulfate, solution. Conditions: temperature 74 celsius. Product: CCCCCCCCCCCCOS(=O)(=O)O.C(CO)NCCO.C(CO)O (Polyquaternium 10), final product. RXN SMILES: [S:1]([O-:17])([O:4][CH2:5][CH2:6][CH2:7][CH2:8][CH2:9][CH2:10][CH2:11][CH2:12][CH2:13][CH2:14][CH2:15][CH3:16])(=[O:3])=[O:2].[NH4+:18].S([O-])([O-])(=O)=O.[Na+].[Na+].C([O:45][CH2:46][CH2:47][O:48][C:49](=[O:67])[CH2:50]CCCCCCCCCCCCCCCC)(=O)CCCCCCCCCCCCCCCCC.CCCCCCCCCC[CH2:78][CH2:79][O:80]CCOS(O)(=O)=O.N.S([O-])(OCCCCCCCCCCCC)(=O)=O>>[CH3:16][CH2:15][CH2:14][CH2:13][CH2:12][CH2:11][CH2:10][CH2:9][CH2:8][CH2:7][CH2:6][CH2:5][O:4][S:1]([OH:17])(=[O:3])=[O:2].[CH2:78]([NH:18][CH2:50][CH2:49][OH:67])[CH2:79][OH:80].[CH2:47]([OH:48])[CH2:46][OH:45] |f:0.1,2.3.4,6.7,9.10.11|. Procedure details: For Examples I-XV, about one-third to all of the total alkyl sulfate surfactant (ammonium laureth-3 sulfate (added as a 26% solution) and/or ammonium lauryl sulfate (added as a 25% solution)) is added to a jacketed mix tank and heated to about 74° C. with slow agitation to form a surfactant solution. Sodium sulfate and fatty alcohol, as applicable, are added to the tank and allowed to disperse. Ethylene glycol distearate (EGDS) is then added to the mixing vessel, and melted. After the EGDS is we...